Task: describe an organic reaction: reactants, conditions, products, and yield. Dataset: the Open Reaction Database (ORD), a public repository of structured organic reaction records The reactants are ClC1=C(C=CC=C1)N1C(=NC=2N(C(N(C(C12)=O)COC(C(C)(C)C)=O)=O)COC(C(C)(C)C)=O)N1CCN(CC1)C(=O)OC(C)(C)C (t-butyl 4-[7-(2-chlorophenyl)-1,3-bis-(2,2-dimethylpropionyloxymethyl)-2,6-dioxo-2,3,6,7-tetrahydro-1H-purin-8-yl]piperazine-1-carboxylate), Cl (hydrochloric acid). Run in O1CCCC1 (tetrahydrofuran), CO (methanol), N12CCCCCC2=NCCC1 (1,8-diazabicyclo[5,4,0]undec-7-ene). Reaction conditions: time 8 hour. Product: ClC1=C(C=CC=C1)N1C(=NC=2NC(N(C(C12)=O)COC(C(C)(C)C)=O)=O)N1CCN(CC1)C(=O)OC(C)(C)C (t-Butyl 4-[7-(2-chlorophenyl)-1-(2,2-dimethylpropionyloxymethyl)-2,6-dioxo-2,3,6,7-tetrahydro-1H-purin-8-yl]piperazine-1-carboxylate). Isolated yield 55.4%. As a reaction SMILES: [Cl:1][C:2]1[CH:7]=[CH:6][CH:5]=[CH:4][C:3]=1[N:8]1[C:16]2[C:15](=[O:17])[N:14]([CH2:18][O:19][C:20](=[O:25])[C:21]([CH3:24])([CH3:23])[CH3:22])[C:13](=[O:26])[N:12](COC(=O)C(C)(C)C)[C:11]=2[N:10]=[C:9]1[N:35]1[CH2:40][CH2:39][N:38]([C:41]([O:43][C:44]([CH3:47])([CH3:46])[CH3:45])=[O:42])[CH2:37][CH2:36]1.Cl>O1CCCC1.CO.N12CCCN=C1CCCCC2>[Cl:1][C:2]1[CH:7]=[CH:6][CH:5]=[CH:4][C:3]=1[N:8]1[C:16]2[C:15](=[O:17])[N:14]([CH2:18][O:19][C:20](=[O:25])[C:21]([CH3:24])([CH3:23])[CH3:22])[C:13](=[O:26])[NH:12][C:11]=2[N:10]=[C:9]1[N:35]1[CH2:40][CH2:39][N:38]([C:41]([O:43][C:44]([CH3:47])([CH3:46])[CH3:45])=[O:42])[CH2:37][CH2:36]1. Procedure: 2.227 g of t-butyl 4-[7-(2-chlorophenyl)-1,3-bis-(2,2-dimethylpropionyloxymethyl)-2,6-dioxo-2,3,6,7-tetrahydro-1H-purin-8-yl]piperazine-1-carboxylate was dissolved in a mixture of 10 ml of tetrahydrofuran and 20 ml of methanol, and 0.518 ml of 1,8-diazabicyclo[5,4,0]undec-7-ene was added thereto. The mixture was stirred at room temperature overnight. 1N hydrochloric acid was added to the mixture, and the precipitated solid was collected by filtration. The solid was dried to give 1.025 g of the t... Reactants: O=C1COC2=C(N1)C=C(C=C2)[N+](=O)[O-] (3-Oxo-6-nitro-3,4-dihydro-2H-1,4-benzoxazine), NC1=C(C=CC(=C1)[N+](=O)[O-])O (2-amino-4-nitrophenol), C([O-])(O)=O.[Na+] (sodium bicarbonate). Run in C(C(C)C)C(=O)C (methyl isobutyl ketone). Conditions: temperature 5 celsius. The product is O1NC(CC2=C1C=CC=C2)=O (benzoxazinone). RXN SMILES: [O:1]=[C:2]1[NH:7]C2C=C([N+]([O-])=O)C=CC=2O[CH2:3]1.N[C:16]1[CH:21]=[C:20]([N+]([O-])=O)[CH:19]=[CH:18][C:17]=1[OH:25].C(=O)(O)[O-].[Na+]>C(C(C)=O)C(C)C>[O:25]1[C:17]2[CH:18]=[CH:19][CH:20]=[CH:21][C:16]=2[CH2:3][C:2](=[O:1])[NH:7]1 |f:2.3|. Procedure: 3-Oxo-6-nitro-3,4-dihydro-2H-1,4-benzoxazine. A solution of 2-amino-4-nitrophenol (8.80 g), in methyl isobutyl ketone (30 mL) was treated with sodium bicarbonate (11.5 g) and distilled water (35 mL). The mixture was cooled to 5° C. under a nitrogen atmosphere, treated dropwise with chloroacetyl chloride (5.0 mL) and then heated to reflux for 18 hours. A brown solid was collected from the cooled mixture by filtration. The solid was dried under vacuum at 50° C. for 24 hours yielding benzoxazinone ... The reactants are [BH4-], CCC(C)(C)OC(=O)Nc1nc(C(=O)C(=O)O)cs1, O=C([O-])O, CCOCC, CCO, [Na+], [Na+], [Na+], [OH-], O. The product is CCC(C)(C)OC(=O)Nc1nc(C(O)C(=O)O)cs1. Reaction SMILES: [BH4-:25].[C:1]([CH3:2])([CH3:3])([CH2:4][CH3:5])[O:6][C:7](=[O:8])[NH:9][c:10]1[s:11][cH:12][c:13]([C:15]([C:16](=[O:17])[OH:18])=[O:19])[n:14]1.[C:20](=[O:21])([OH:22])[O-:23].[CH3:29][CH2:30][O:31][CH2:32][CH3:33].[CH3:35][CH2:36][OH:37].[Na+:24].[Na+:26].[Na+:28].[OH-:27].[OH2:34]>>[C:1]([CH3:2])([CH3:3])([CH2:4][CH3:5])[O:6][C:7](=[O:8])[NH:9][c:10]1[s:11][cH:12][c:13]([CH:15]([C:16](=[O:17])[OH:18])[OH:19])[n:14]1. Starting materials: COC(=O)CC1Cc2cc(Br)c3[nH]nc(Cl)c3c2CN(CC(F)(F)F)C1=O, CO, [Li+], C1CCOC1, [OH-], O, O. The product is O=C(O)CC1Cc2cc(Br)c3[nH]nc(Cl)c3c2CN(CC(F)(F)F)C1=O. RXN SMILES: [Br:1][c:2]1[cH:3][c:4]2[c:5]([c:6]3[c:7]([Cl:11])[n:8][nH:9][c:10]13)[CH2:12][N:13]([CH2:23][C:24]([F:25])([F:26])[F:27])[C:14](=[O:22])[CH:15]([CH2:17][C:18](=[O:19])[O:20][CH3:21])[CH2:16]2.[CH3:37][OH:38].[Li+:31].[O:32]1[CH2:33][CH2:34][CH2:35][CH2:36]1.[OH-:30].[OH2:28].[OH2:29]>>[Br:1][c:2]1[cH:3][c:4]2[c:5]([c:6]3[c:7]([Cl:11])[n:8][nH:9][c:10]13)[CH2:12][N:13]([CH2:23][C:24]([F:25])([F:26])[F:27])[C:14](=[O:22])[CH:15]([CH2:17][C:18](=[O:19])[OH:20])[CH2:16]2. The reactants are N[C@@H](CC1=CC=CC=C1)C(=O)O (Phe), N[C@@H](CCC(O)=O)C(=O)O (Glu), N[C@@H](CCSC)C(=O)O (Met), N[C@@H](CCCNC(N)=N)C(=O)O (Arg), N[C@@H](CC(O)=O)C(=O)O (Asp), N[C@@H](CC1=CC=C(C=C1)O)C(=O)O (Tyr), N[C@@H](CCCCN)C(=O)O (Lys), N[C@@H]([C@H](O)C)C(=O)O (Thr), N[C@@H](CS)C(=O)O (Cys), N[C@@H](C(C)C)C(=O)O (Val), N[C@@H](CC1=CNC2=CC=CC=C12)C(=O)O (Trp), N[C@@H](CCC(N)=O)C(=O)O (Gln), N[C@@H](CC(N)=O)C(=O)O (Asn), N[C@@H](CC(C)C)C(=O)O (Leu), NCC(=O)O (Gly). Product: N[C@@H]([C@@H](C)CC)C(=O)O (Ile). As a reaction SMILES: [NH2:1][C@H:2]([C:10]([OH:12])=[O:11])[CH2:3][C:4]1[CH:9]=CC=CC=1.N[C@H:14](C(O)=O)C(C)C.N[C@H](C(O)=O)CC(C)C.N[C@H](C(O)=O)CC1C2C(=CC=CC=2)NC=1.N[C@H](C(O)=O)CCSC.NCC(O)=O.N[C@H](C(O)=O)CS.N[C@H](C(O)=O)CC1C=CC(O)=CC=1.N[C@H](C(O)=O)[C@@H](C)O.N[C@H](C(O)=O)CCC(=O)O.N[C@H](C(O)=O)CC(=O)N.N[C@H](C(O)=O)CCC(=O)N.N[C@H](C(O)=O)CC(=O)O.N[C@H](C(O)=O)CCCCN.N[C@H](C(O)=O)CCCNC(=N)N>>[NH2:1][C@H:2]([C:10]([OH:12])=[O:11])[C@H:3]([CH2:4][CH3:9])[CH3:14]. Procedure: Phe 0.61; Val 0.54; Leu 0.53; Trp 0.37; Met 0.26 Ala 0.25; Gly 0.16; Cys 0.04; Tyr 0.02; Pro -0.07; Thr -0.18; Ser -0.26; His -0.40; Glu -0.62; Asn -0.64; Gln -0.69; Asp -0.72; Lys -1.10; Arg -1.76. Starting materials: C(C1=CC=CC=C1)N(C(=O)Cl)C(=O)Cl (N-benzyl-bis-(chlorocarbonyl)-amine), I.CSC(NN=C(C)C)=N (acetone-S-methyl-isothiosemicarbazone hydroiodide). Run in C(C)N(CC)CC (triethylamine). The product is C(C1=CC=CC=C1)N1C(N(C(NC1=O)SC)N=C(C)C)=O (1-benzyl-3-isopropylideneamino-4-methylmercapto-tetrahydro-1,3,5-triazine-2,6-dione). Reaction SMILES: [CH2:1]([N:8]([C:12](Cl)=[O:13])[C:9](Cl)=[O:10])[C:2]1[CH:7]=[CH:6][CH:5]=[CH:4][CH:3]=1.I.[CH3:16][S:17][C:18](=[NH:24])[NH:19][N:20]=[C:21]([CH3:23])[CH3:22]>C(N(CC)CC)C>[CH2:1]([N:8]1[C:12](=[O:13])[NH:24][CH:18]([S:17][CH3:16])[N:19]([N:20]=[C:21]([CH3:23])[CH3:22])[C:9]1=[O:10])[C:2]1[CH:7]=[CH:6][CH:5]=[CH:4][CH:3]=1 |f:1.2|. Reported procedure: Analogously to Example 1, N-benzyl-bis-(chlorocarbonyl)-amine and acetone-S-methyl-isothiosemicarbazone hydroiodide, with addition of triethylamine, yielded 1-benzyl-3-isopropylideneamino-4-methylmercapto-tetrahydro-1,3,5-triazine-2,6-dione as a pale brown powder of melting point 148°-150° C. The reactants are C(C)(=O)OC(C)=O (acetic anhydride), OC1C(=C(N2[C@H]1CC2=O)C(=O)OCC(Cl)(Cl)Cl)C (2,2,2-trichloroethyl 1-hydroxy-2-methylcarbapen-2-em-3-carboxylate), 1-beta-oxide, N1=CC=CC=C1 (pyridine), C(C)(=O)[O-] (acetate). The reagents and catalysts are CN(C1=CC=NC=C1)C (4-dimethylaminopyridine). Run in C(Cl)Cl (methylene chloride). The product is C(C)(=O)OC1C(=C(N2[C@H]1CC2=O)C(=O)OCC(Cl)(Cl)Cl)C (2,2,2-trichloroethyl 1-acetoxy-2-methylcarbapen-2-em-3-carboxylate). RXN SMILES: [OH:1][CH:2]1[C@@H:6]2[CH2:7][C:8](=[O:9])[N:5]2[C:4]([C:10]([O:12][CH2:13][C:14]([Cl:17])([Cl:16])[Cl:15])=[O:11])=[C:3]1[CH3:18].N1C=CC=CC=1.[C:25](OC(=O)C)(=[O:27])[CH3:26].C([O-])(=O)C>C(Cl)Cl.CN(C)C1C=CN=CC=1>[C:25]([O:1][CH:2]1[C@@H:6]2[CH2:7][C:8](=[O:9])[N:5]2[C:4]([C:10]([O:12][CH2:13][C:14]([Cl:17])([Cl:15])[Cl:16])=[O:11])=[C:3]1[CH3:18])(=[O:27])[CH3:26]. Reported procedure: To a freshly prepared solution of 2,2,2-trichloroethyl 1-hydroxy-2-methylcarbapen-2-em-3-carboxylate in methylene chloride, prepared from 100 mg. (0.317 mmole) of the 1-beta-oxide by Examples 11 and 12) was added 24 microl. (0.317 mmole) of pyridine, 29 microl. (0.317 mmole) of acetic anhydride and 4 mg. of 4-dimethylaminopyridine. Infrared spectral analysis indicated clean conversion to the desired acetate. Following water wash and drying, evaporation to dryness gave 2,2,2-trichloroethyl 1-acet... Reactants: CC(C)(C)OC(=O)N1CCN(c2ccccc2C(=O)O)CC1, ClCCCl, CN1CCc2nc(N)sc2C1, CCN(C(C)C)C(C)C, ClCCl, CN(C)C=O, On1nnc2ccccc21. Yields the product CN1CCc2nc(NC(=O)c3ccccc3N3CCN(C(=O)OC(C)(C)C)CC3)sc2C1. Reaction SMILES: [C:1]([CH3:2])([CH3:3])([CH3:4])[O:5][C:6](=[O:7])[N:8]1[CH2:9][CH2:10][N:11]([c:14]2[c:15]([C:20](=[O:21])[OH:22])[cH:16][cH:17][cH:18][cH:19]2)[CH2:12][CH2:13]1.[CH2:23]([Cl:24])[CH2:25][Cl:26].[CH3:37][N:38]1[CH2:39][c:40]2[c:41]([n:44][c:45]([NH2:47])[s:46]2)[CH2:42][CH2:43]1.[CH:48]([N:49]([CH2:50][CH3:51])[CH:52]([CH3:53])[CH3:54])([CH3:55])[CH3:56].[Cl:57][CH2:58][Cl:59].[O:60]=[CH:61][N:62]([CH3:63])[CH3:64].[OH:27][n:28]1[c:29]2[c:30]([cH:31][cH:32][cH:33][cH:34]2)[n:35][n:36]1>>[C:1]([CH3:2])([CH3:3])([CH3:4])[O:5][C:6](=[O:7])[N:8]1[CH2:9][CH2:10][N:11]([c:14]2[c:15]([C:20](=[O:22])[NH:47][c:45]3[n:44][c:41]4[c:40]([s:46]3)[CH2:39][N:38]([CH3:37])[CH2:43][CH2:42]4)[cH:16][cH:17][cH:18][cH:19]2)[CH2:12][CH2:13]1. Reactants: NC=1C=C(C#N)C=CC1 (3-aminobenzonitrile), C=1C=CC2=C(C1)N=NN2O (HOBt), Cl.NCC(=O)N1CCC(CC1)OC1=CC(=CC=C1)C(F)(F)F (2-amino-1-[4-(3-trifluoromethyl-phenoxy)-piperidin-1-yl]-ethanone hydrochloride), CCN(C(C)C)C(C)C (DIPEA), C(#N)C=1C=C(C=CC1)N1N=NC(=C1)C(=O)O (1-(3-cyano-phenyl)-1H-[1,2,3]triazole-4-carboxylic acid), Intermediate 64, CCN=C=NCCCN(C)C (EDCI). The solvent is CN(C)C=O (DMF), O (water). Conditions: time 2 minute. The product is O=C(CNC(=O)C=1N=NN(C1)C1=C(C=CC=C1)C#N)N1CCC(CC1)OC1=CC(=CC=C1)C(F)(F)F (1-(2-cyano-phenyl)-1H-[1,2,3]triazole-4-carboxylic acid {2-oxo-2-[4-(3-trifluoromethyl-phenoxy)-piperidin-1-yl]-ethyl}-amide). The yield is 16.0%. As a reaction SMILES: C[CH2:2][N:3](C(C)C)C(C)C.C([C:12]1[CH:13]=[C:14]([N:18]2[CH:22]=[C:21]([C:23]([OH:25])=O)[N:20]=[N:19]2)[CH:15]=[CH:16][CH:17]=1)#N.NC1C=C(C=CC=1)C#N.C1C=CC2N(O)N=NC=2C=1.CCN=C=NCCCN(C)C.Cl.[NH2:57][CH2:58][C:59]([N:61]1[CH2:66][CH2:65][CH:64]([O:67][C:68]2[CH:73]=[CH:72][CH:71]=[C:70]([C:74]([F:77])([F:76])[F:75])[CH:69]=2)[CH2:63][CH2:62]1)=[O:60]>CN(C=O)C.O>[O:60]=[C:59]([N:61]1[CH2:62][CH2:63][CH:64]([O:67][C:68]2[CH:73]=[CH:72][CH:71]=[C:70]([C:74]([F:77])([F:75])[F:76])[CH:69]=2)[CH2:65][CH2:66]1)[CH2:58][NH:57][C:23]([C:21]1[N:20]=[N:19][N:18]([C:14]2[CH:13]=[CH:12][CH:17]=[CH:16][C:15]=2[C:2]#[N:3])[CH:22]=1)=[O:25] |f:5.6|. Procedure details: DIPEA (61 mg, 4.7 mmol) was added to a stirred solution of 1-(3-cyano-phenyl)-1H-[1,2,3]triazole-4-carboxylic acid (202 mg, 0.94 mmol) (prepared by the method used for the synthesis of Intermediate 64, starting from 3-aminobenzonitrile) in DMF (5 mL) followed by HOBt (14 mg, 1.03 mmol) and EDCI (452 mg, 2.36 mmol). After 2 minutes of stirring, 2-amino-1-[4-(3-trifluoromethyl-phenoxy)-piperidin-1-yl]-ethanone hydrochloride (prepared according to Step 1 and 5 of the General Scheme) (351 mg, 1.03 m... Reactants: CC=NOC(c1ccc(C(F)(F)F)cc1)c1ccccc1C(=NOC)C(N)=O, Cc1ccccc1, O=C(Cl)CCl, c1ccncc1. Product: CC=NOC(c1ccc(C(F)(F)F)cc1)c1ccccc1C(=NOC)C(=O)NC(=O)CCl. RXN SMILES: [CH3:1][O:2][N:3]=[C:4]([C:5](=[O:6])[NH2:7])[c:8]1[c:9]([CH:14]([c:15]2[cH:16][cH:17][c:18]([C:21]([F:22])([F:23])[F:24])[cH:19][cH:20]2)[O:25][N:26]=[CH:27][CH3:28])[cH:10][cH:11][cH:12][cH:13]1.[CH3:40][c:41]1[cH:42][cH:43][cH:44][cH:45][cH:46]1.[Cl:35][CH2:36][C:37](=[O:38])[Cl:39].[cH:29]1[cH:30][cH:31][n:32][cH:33][cH:34]1>>[CH3:1][O:2][N:3]=[C:4]([C:5](=[O:6])[NH:7][C:37]([CH2:36][Cl:35])=[O:38])[c:8]1[c:9]([CH:14]([c:15]2[cH:16][cH:17][c:18]([C:21]([F:22])([F:23])[F:24])[cH:19][cH:20]2)[O:25][N:26]=[CH:27][CH3:28])[cH:10][cH:11][cH:12][cH:13]1.